From a dataset of the Open Reaction Database (ORD), a public repository of structured organic reaction records. describe an organic reaction: reactants, conditions, products, and yield Starting materials: C1=CC=CC=2C(C3=CC=4C(C5=CC=CC=C5C(C4C=C3C(C12)=O)=O)=O)=O (pentacene-5,7,12,14-tetrone), CC([O-])CC.CC([O-])CC.CC([O-])CC.[Al+3] (aluminum tri(sec-butoxide)). Run in C1(CCCCC1)O (cyclohexanol). Conditions: temperature 145 celsius. Yields the product C1=CC=CC2=CC3=CC4=CC5=CC=CC=C5C=C4C=C3C=C12 (pentacene). Reaction SMILES: [CH:1]1[C:22]2[C:21](=O)[C:20]3[C:7](=[CH:8][C:9]4[C:10](=O)[C:11]5[C:16]([C:17](=O)[C:18]=4[CH:19]=3)=[CH:15][CH:14]=[CH:13][CH:12]=5)[C:6](=O)[C:5]=2[CH:4]=[CH:3][CH:2]=1.CC(CC)[O-].CC(CC)[O-].CC(CC)[O-].[Al+3]>C1(O)CCCCC1>[CH:4]1[C:5]2[C:22](=[CH:21][C:20]3[C:7]([CH:6]=2)=[CH:8][C:9]2[C:18](=[CH:17][C:16]4[C:11]([CH:10]=2)=[CH:12][CH:13]=[CH:14][CH:15]=4)[CH:19]=3)[CH:1]=[CH:2][CH:3]=1 |f:1.2.3.4|. Procedure: To a mixture of 1.0 gram of pentacene-5,7,12,14-tetrone in 100 mL of cyclohexanol was added 7.3 grams of aluminum tri(sec-butoxide). The reaction mixture was heated to 145° C. for 66 hours. The reaction mixture was cooled to room temperature and placed in a centrifuge. A dark solid was separated and washed 3 times with cyclohexanol followed by centrifugation. The residue was washed with acetone, isolated on a filter flask, and air dried to give pentacene Starting materials: C(=O)NN (formic hydrazide), C(C)(C)(C)OC(=O)N1CCC(CC1)=C(C(=O)O)C1=CC=CC=C1 (4-(1-phenyl-1-carboxy-methylene)piperidine-1-carboxylic acid tert-butyl ester), CCN=C=NCCCN(C)C (EDCI), C=1C=CC2=C(C1)N=NN2O (HOBt). Solvent: CN(C)C=O (DMF), O (water). Conditions: time 30 minute. The product is C(C)(C)(C)OC(=O)N1CCC(CC1)=C(C(=O)NNC=O)C1=CC=CC=C1 (4-(1-Phenyl-1-(2-formylhydrazinocarbonyl)-methylene)piperidine-1-carboxylic Acid Tert-Butyl Ester). Yield: 124.4%. RXN SMILES: [C:1]([O:5][C:6]([N:8]1[CH2:13][CH2:12][C:11](=[C:14]([C:18]2[CH:23]=[CH:22][CH:21]=[CH:20][CH:19]=2)[C:15](O)=[O:16])[CH2:10][CH2:9]1)=[O:7])([CH3:4])([CH3:3])[CH3:2].CCN=C=NCCCN(C)C.C1C=CC2N(O)N=NC=2C=1.[CH:45]([NH:47][NH2:48])=[O:46]>CN(C=O)C.O>[C:1]([O:5][C:6]([N:8]1[CH2:9][CH2:10][C:11](=[C:14]([C:18]2[CH:19]=[CH:20][CH:21]=[CH:22][CH:23]=2)[C:15]([NH:48][NH:47][CH:45]=[O:46])=[O:16])[CH2:12][CH2:13]1)=[O:7])([CH3:4])([CH3:3])[CH3:2]. Procedure: A mixture of 4-(1-phenyl-1-carboxy-methylene)piperidine-1-carboxylic acid tert-butyl ester (1.05 g, 3.31 mmol), EDCI (0.888 g, 4.63 mmol) and HOBt (0.626 g, 4.63 mmol) in DMF (4 mL) was stirred for 30 min at room temperature and then formic hydrazide (3.97 g, 66.2 mmol) was added. Stirring was continued for 1 h and then the mixture was poured into water and extracted with EtOAc (×3). The combined organic layers were washed (H2O ×3, brine), dried (Na2SO4) and evaporated to give the title compound... Starting materials: ice, C(C1=CC=CC=C1)(=O)O[C@H]1[C@H](O[C@@H]([C@H]1F)CC(SC1=CC=CC=C1)P(=O)(OCC)OCC)OC ((2S,3S,4R,5R)-5-(2-(diethoxyphosphoryl)-2-(phenylthio)ethyl)-4-fluoro-2-methoxy-tetrahydrofuran-3-yl benzoate), C(C)(=O)OC(C)=O (acetic anhydride), S(O)(O)(=O)=O (sulfuric acid), aqueous solution, C(=O)(O)[O-].[Na+] (NaHCO3). The solvent is solution, C(C)(=O)O (acetic acid). Reaction conditions: time 2 hour. Product: C(C1=CC=CC=C1)(=O)O[C@H]1[C@@H](O[C@@H]([C@H]1F)CC(SC1=CC=CC=C1)P(=O)(OCC)OCC)OC(C)=O ((2S,3S,4R,5R)-2-acetoxy-5-(2-(diethoxyphosphoryl)-2-(phenylthio)ethyl)-4-fluoro-tetrahydrofuran-3-yl benzoate). Yield: 95.0%. Reaction SMILES: [C:1]([O:9][C@@H:10]1[C@H:14]([F:15])[C@@H:13]([CH2:16][CH:17]([P:25]([O:30][CH2:31][CH3:32])([O:27][CH2:28][CH3:29])=[O:26])[S:18][C:19]2[CH:24]=[CH:23][CH:22]=[CH:21][CH:20]=2)O[C@@H]1OC)(=[O:8])[C:2]1[CH:7]=[CH:6][CH:5]=[CH:4][CH:3]=1.S(=O)(=O)(O)O.[C:40]([O-:43])([OH:42])=O.[Na+].[C:45](OC(=O)C)(=[O:47])[CH3:46]>C(O)(=O)C>[C:1]([O:9][C@@H:10]1[C@H:14]([F:15])[C@@H:13]([CH2:16][CH:17]([P:25]([O:30][CH2:31][CH3:32])([O:27][CH2:28][CH3:29])=[O:26])[S:18][C:19]2[CH:20]=[CH:21][CH:22]=[CH:23][CH:24]=2)[O:42][C@H:40]1[O:43][C:45](=[O:47])[CH3:46])(=[O:8])[C:2]1[CH:7]=[CH:6][CH:5]=[CH:4][CH:3]=1 |f:2.3|. Reported procedure: Compound 35.13 (50 mg, 0.1 mmol) was dissolved in a 10% solution of acetic anhydride in acetic acid (2.2 mL). Concentrated sulfuric acid was added and the mixture was stirred at r.t. for 2 h. The mixture was then poured into a 5% aqueous solution of NaHCO3 (100 mL) containing 50 g of ice. The aqueous phase was then extracted with 2×100 mL CH2Cl2. The extracts were combined, dried over MgSO4, filtered and concentrated under reduced pressure. The residue was subjected to a silica gel column chroma... Reactants: CNC1=NS(N=C1NCCS)(=O)=O (3-Methylamino-4-(2-mercaptoethylamino)-1,2,5-thiadiazole 1,1-dioxide), CN(C)CC1=CC=C(O1)CO (5-dimethylaminomethyl-2-furanmethanol). Run in Cl (hydrochloric acid). Run at time 64 hour. Product: CN(C)CC1=CC=C(O1)CSCCNC1=NS(N=C1NC)(=O)=O (3-{2-[(5-Dimethylaminomethyl-2-furyl)methylthio]ethylamino}-4-methylamino-1,2,5-thiadiazole 1,1-dioxide). RXN SMILES: [CH3:1][NH:2][C:3]1[C:7]([NH:8][CH2:9][CH2:10][SH:11])=[N:6][S:5](=[O:13])(=[O:12])[N:4]=1.[CH3:14][N:15]([CH2:17][C:18]1[O:22][C:21]([CH2:23]O)=[CH:20][CH:19]=1)[CH3:16]>Cl>[CH3:14][N:15]([CH2:17][C:18]1[O:22][C:21]([CH2:23][S:11][CH2:10][CH2:9][NH:8][C:7]2[C:3]([NH:2][CH3:1])=[N:4][S:5](=[O:13])(=[O:12])[N:6]=2)=[CH:20][CH:19]=1)[CH3:16]. Procedure: A mixture containing 3-methylamino-4-(2-mercaptoethylamino)-1,2,5-thiadiazole 1,1-dioxide (1.0 g; 4.5 mmoles) [prepared in Step A] and 5-dimethylaminomethyl-2-furanmethanol (0.82 g; 4.5 mmoles) [prepared according to the procedure in J. Chem. Soc., 4728 (1958)] in 20 ml of concentrated hydrochloric acid was stirred in an ice-water bath for 2 hours and then allowed to stand at 0° for 64 hours. The reaction mixture was stirred at ambient temperature for 23 hours, evaporated without heating under r... Starting materials: CN(S(=O)(=O)CCCCl)C (3-chloro-propane-1-sulfonic acid dimethylamide), [I-].[Na+] (sodium iodide). Solvent: CC(CC)=O (2-butanone). Run at temperature 80 celsius. Product: CN(S(=O)(=O)CCCI)C (3-iodo-propane-1-sulfonic acid dimethylamide). As a reaction SMILES: [CH3:1][N:2]([CH3:10])[S:3]([CH2:6][CH2:7][CH2:8]Cl)(=[O:5])=[O:4].[I-:11].[Na+]>CC(=O)CC>[CH3:1][N:2]([CH3:10])[S:3]([CH2:6][CH2:7][CH2:8][I:11])(=[O:5])=[O:4] |f:1.2|. Procedure details: A mixture of 3-chloro-propane-1-sulfonic acid dimethylamide (1.06 g) and sodium iodide (2.57 g) in 2-butanone (20 mL) was heated at 80° C. for 16 h. After cooling to room temperature the solvent was reduced in vacuo. The residue was partitioned between ethyl acetate (20 mL) and water (20 mL). The organic layer was dried (MgSO4) and reduced in vacuo to give 3-iodo-propane-1-sulfonic acid dimethylamide as a yellow solid.